This data is from the Open Reaction Database (ORD), a public repository of structured organic reaction records. The task is: describe an organic reaction: reactants, conditions, products, and yield Reactants: C(C)OC(=O)C1=CC=C(C=C1)NC(NCC1=CN(C=C1)C1=C(C=C2NC(C(N(C2=C1)CCO)=O)=O)C(F)(F)F)=O (N′-(4-Ethoxycarbonylphenyl)-N-(1(1-(2-hydroxyethyl)-6-trifluoromethylquinoxaline-2,3(1H,4H)-dion-7-yl)pyrrol-3-yl-methyl)urea), [OH-].[Li+] (lithium hydroxide). The product is C(=O)(O)C1=CC=C(C=C1)NC(NCC1=CN(C=C1)C1=C(C=C2NC(C(N(C2=C1)CCO)=O)=O)C(F)(F)F)=O (N′-(4-Carboxyphenyl)-N-(1-(1-(2-hydroxyethyl)-6-trifluoromethylquinoxaline-2,3(1H,4H)-dion-7-yl)pyrrol-3-ylmethyl)urea). The yield is 94.1%. RXN SMILES: C([O:3][C:4]([C:6]1[CH:11]=[CH:10][C:9]([NH:12][C:13](=[O:40])[NH:14][CH2:15][C:16]2[CH:20]=[CH:19][N:18]([C:21]3[CH:30]=[C:29]4[C:24]([NH:25][C:26](=[O:35])[C:27](=[O:34])[N:28]4[CH2:31][CH2:32][OH:33])=[CH:23][C:22]=3[C:36]([F:39])([F:38])[F:37])[CH:17]=2)=[CH:8][CH:7]=1)=[O:5])C.[OH-].[Li+]>>[C:4]([C:6]1[CH:11]=[CH:10][C:9]([NH:12][C:13](=[O:40])[NH:14][CH2:15][C:16]2[CH:20]=[CH:19][N:18]([C:21]3[CH:30]=[C:29]4[C:24]([NH:25][C:26](=[O:35])[C:27](=[O:34])[N:28]4[CH2:31][CH2:32][OH:33])=[CH:23][C:22]=3[C:36]([F:39])([F:37])[F:38])[CH:17]=2)=[CH:8][CH:7]=1)([OH:5])=[O:3] |f:1.2|. Reported procedure: 0.66 g (1.2 mmol) of the compound from Example 7 and 0.14 g (8.6 mmol) of lithium hydroxide were reacted via the method of Example 4, resulting in 0.6 g (89%) of the product.